Dataset: the Open Reaction Database (ORD), a public repository of structured organic reaction records. Task: describe an organic reaction: reactants, conditions, products, and yield Reactants: Cl (hydrochloride), NC1=C(C=C(C=C1C(F)(F)F)C(CNC1CCCC1)O)Br (1-(4'-amino-3'-bromo-5'-trifluoromethyl-phenyl)-2-cyclopentylamino-ethanol). Yields the product NC1=C(C=C(C=C1)C(CNC1CCCC1)O)C(F)(F)F (1-(4'-Amino-3'-trifluoromethyl-phenyl)-2-cyclopentylamino-ethanol). As a reaction SMILES: Cl.[NH2:2][C:3]1[C:8]([C:9]([F:12])([F:11])[F:10])=[CH:7][C:6]([CH:13]([OH:21])[CH2:14][NH:15][CH:16]2[CH2:20][CH2:19][CH2:18][CH2:17]2)=[CH:5][C:4]=1Br>>[NH2:2][C:3]1[CH:4]=[CH:5][C:6]([CH:13]([OH:21])[CH2:14][NH:15][CH:16]2[CH2:20][CH2:19][CH2:18][CH2:17]2)=[CH:7][C:8]=1[C:9]([F:10])([F:11])[F:12]. Procedure: m.p. of the hydrochloride: 144°-145° C., was prepared from 1-(4'-amino-3'-bromo-5'-trifluoromethyl-phenyl)-2-cyclopentylamino-ethanol analogous to Example 51. Starting materials: ClC1=CC=C2C(C(=CN(C2=C1)C)C(=O)OCC)=O (ethyl 7-chloro-1-methyl-4-oxo-1,4-dihydroquinoline-3-carboxylate), N (ammonia), N (ammonia). Run at time 21 hour. Product: ClC1=CC=C2C(C(=CN(C2=C1)C)C(=O)N)=O (7-chloro-1-methyl-4-oxo-1,4-dihydroquinoline-3-carboxamide). Reaction SMILES: [Cl:1][C:2]1[CH:11]=[C:10]2[C:5]([C:6](=[O:18])[C:7]([C:13](OCC)=[O:14])=[CH:8][N:9]2[CH3:12])=[CH:4][CH:3]=1.[NH3:19]>>[Cl:1][C:2]1[CH:11]=[C:10]2[C:5]([C:6](=[O:18])[C:7]([C:13]([NH2:19])=[O:14])=[CH:8][N:9]2[CH3:12])=[CH:4][CH:3]=1. Procedure details: A mixture of ethyl 7-chloro-1-methyl-4-oxo-1,4-dihydroquinoline-3-carboxylate (5.0 g) and aqueous ammonia (specific gravity 0.88, 100 ml) can be stirred and heated on a steam bath for 3.5 hours. More aqueous ammonia (100 ml) can be added and heating continued for a further 21 hours. The mixture can be cooled in ice. The solid product can be collected by filtration and dried to give the compound 7-chloro-1-methyl-4-oxo-1,4-dihydroquinoline-3-carboxamide, m.p. >240° C. Reactants: COc1ccccc1Oc1c(Cl)nc(-c2ncccn2)nc1NS(=O)(=O)c1ccc(C(C)(C)C)cc1, OCC#CCO, COc1cccc(COCC#CCO)c1, COc1cccc(CBr)c1. The product is COc1cccc(COCC#CCOc2nc(-c3ncccn3)nc(NS(=O)(=O)c3ccc(C(C)(C)C)cc3)c2Oc2ccccc2OC)c1. RXN SMILES: [C:1]([CH3:2])([CH3:3])([CH3:4])[c:5]1[cH:6][cH:7][c:8]([S:11](=[O:12])(=[O:13])[NH:14][c:15]2[n:16][c:17](-[c:31]3[n:32][cH:33][cH:34][cH:35][n:36]3)[n:18][c:19]([Cl:30])[c:20]2[O:21][c:22]2[c:23]([O:28][CH3:29])[cH:24][cH:25][cH:26][cH:27]2)[cH:9][cH:10]1.[CH2:52]([OH:53])[C:54]#[C:55][CH2:56][OH:57].[CH3:37][O:38][c:39]1[cH:40][c:41]([CH2:42][O:43][CH2:44][C:45]#[C:46][CH2:47][OH:48])[cH:49][cH:50][cH:51]1.[CH3:58][O:59][c:60]1[cH:61][c:62]([CH2:66][Br:67])[cH:63][cH:64][cH:65]1>>[C:1]([CH3:2])([CH3:3])([CH3:4])[c:5]1[cH:6][cH:7][c:8]([S:11](=[O:12])(=[O:13])[NH:14][c:15]2[n:16][c:17](-[c:31]3[n:32][cH:33][cH:34][cH:35][n:36]3)[n:18][c:19]([O:48][CH2:47][C:46]#[C:45][CH2:44][O:43][CH2:42][c:41]3[cH:40][c:39]([O:38][CH3:37])[cH:51][cH:50][cH:49]3)[c:20]2[O:21][c:22]2[c:23]([O:28][CH3:29])[cH:24][cH:25][cH:26][cH:27]2)[cH:9][cH:10]1.